Dataset: the Open Reaction Database (ORD), a public repository of structured organic reaction records. Task: describe an organic reaction: reactants, conditions, products, and yield Reactants: O=S(=O)(Oc1cc2cc(F)ccc2cn1)C(F)(F)F, N#Cc1ccc(F)c2cnc(O)cc12. The product is N#Cc1ccc(F)c2cnc(OS(=O)(=O)C(F)(F)F)cc12. As a reaction SMILES: [F:1][c:2]1[cH:3][c:4]2[c:5]([cH:6][cH:7]1)[cH:8][n:9][c:10]([O:12][S:13](=[O:11])(=[O:14])[C:16]([F:17])([F:18])[F:19])[cH:15]2.[F:20][c:21]1[cH:22][cH:23][c:24]([C:32]#[N:33])[c:25]2[cH:26][c:27]([OH:31])[n:28][cH:29][c:30]12>>[O:12]=[S:13](=[O:14])([C:16]([F:17])([F:18])[F:19])[O:31][c:27]1[cH:26][c:25]2[c:24]([C:32]#[N:33])[cH:23][cH:22][c:21]([F:20])[c:30]2[cH:29][n:28]1. The reactants are BrC1=CC2=C(C(C=3NC4=CC(=CC=C4C3C2=O)C#N)(C)C)C=C1N1CCN(CC1)C1COC1 (9-Bromo-6,6-dimethyl-8-(4-oxetan-3-yl-piperazin-1-yl)-11-oxo-6,11-dihydro-5H-benzo[b]carbazole-3-carbonitrile), Cl (hydrochloric acid). Solvent: CS(=O)C (DMSO). The product is Cl.BrC1=CC2=C(C(C=3NC4=CC(=CC=C4C3C2=O)C#N)(C)C)C=C1N1CCN(CC1)C1COC1 (9-bromo-6,6-dimethyl-8-(4-oxetan-3-yl-piperazin-1-yl)-11-oxo-6,11-dihydro-5H-benzo[b]carbazole-3-carbonitrile monohydrochloride salt). RXN SMILES: [Br:1][C:2]1[C:23]([N:24]2[CH2:29][CH2:28][N:27]([CH:30]3[CH2:33][O:32][CH2:31]3)[CH2:26][CH2:25]2)=[CH:22][C:5]2[C:6]([CH3:21])([CH3:20])[C:7]3[NH:8][C:9]4[C:14]([C:15]=3[C:16](=[O:17])[C:4]=2[CH:3]=1)=[CH:13][CH:12]=[C:11]([C:18]#[N:19])[CH:10]=4.[ClH:34]>CS(C)=O>[ClH:34].[Br:1][C:2]1[C:23]([N:24]2[CH2:25][CH2:26][N:27]([CH:30]3[CH2:33][O:32][CH2:31]3)[CH2:28][CH2:29]2)=[CH:22][C:5]2[C:6]([CH3:21])([CH3:20])[C:7]3[NH:8][C:9]4[C:14]([C:15]=3[C:16](=[O:17])[C:4]=2[CH:3]=1)=[CH:13][CH:12]=[C:11]([C:18]#[N:19])[CH:10]=4 |f:3.4|. Reported procedure: 9-Bromo-6,6-dimethyl-8-(4-oxetan-3-yl-piperazin-1-yl)-11-oxo-6,11-dihydro-5H-benzo[b]carbazole-3-carbonitrile was added with 1.05 eq. of 6 N hydrochloric acid and DMSO and dissolved therein. After freeze-drying, the mixture was crystallized from ethanol containing 25% water to give 9-bromo-6,6-dimethyl-8-(4-oxetan-3-yl-piperazin-1-yl)-11-oxo-6,11-dihydro-5H-benzo[b]carbazole-3-carbonitrile monohydrochloride salt. Reactants: FC1=C(C(=CC=C1)F)CS(=O)(=O)C=1C=C2CC(NC2=CC1)=O (5-(2,6-difluoro-phenylmethanesulfonyl)-1,3-dihydro-indol-2-one), C1(CC1)NC[C@H]1N(CCC1)C(=O)C=1C(=C(NC1C)C=O)C (4-((S)-2-cyclopropylaminomethyl-pyrrolidine-1-carbonyl)-3,5-dimethyl-1H-pyrrole-2-carbaldehyde). Reagents/catalysts: N1CCCCC1 (piperidine). Solvent: C(C)O (ethanol). Run at time 4 day. The product is C1(CC1)NC[C@H]1N(CCC1)C(=O)C=1C(=C(NC1C)\C=C\1/C(NC2=CC=C(C=C12)S(=O)(=O)CC1=C(C=CC=C1F)F)=O)C (3-[1-[4-((S)-2-Cyclopropylaminomethyl-pyrrolidine-1-carbonyl)-3,5-dimethyl-1H-pyrrol-2-yl]-meth-(Z)-ylidene]-5-(2,6-difluoro-phenylmethanesulfonyl)-1,3-dihydro-indol-2-one). Reaction SMILES: [F:1][C:2]1[CH:7]=[CH:6][CH:5]=[C:4]([F:8])[C:3]=1[CH2:9][S:10]([C:13]1[CH:14]=[C:15]2[C:19](=[CH:20][CH:21]=1)[NH:18][C:17](=[O:22])[CH2:16]2)(=[O:12])=[O:11].[CH:23]1([NH:26][CH2:27][C@@H:28]2[CH2:32][CH2:31][CH2:30][N:29]2[C:33]([C:35]2[C:36]([CH3:43])=[C:37]([CH:41]=O)[NH:38][C:39]=2[CH3:40])=[O:34])[CH2:25][CH2:24]1>N1CCCCC1.C(O)C>[CH:23]1([NH:26][CH2:27][C@@H:28]2[CH2:32][CH2:31][CH2:30][N:29]2[C:33]([C:35]2[C:36]([CH3:43])=[C:37](/[CH:41]=[C:16]3\[C:17](=[O:22])[NH:18][C:19]4[C:15]\3=[CH:14][C:13]([S:10]([CH2:9][C:3]3[C:2]([F:1])=[CH:7][CH:6]=[CH:5][C:4]=3[F:8])(=[O:12])=[O:11])=[CH:21][CH:20]=4)[NH:38][C:39]=2[CH3:40])=[O:34])[CH2:24][CH2:25]1. Reported procedure: A mixture of 5-(2,6-difluoro-phenylmethanesulfonyl)-1,3-dihydro-indol-2-one (280 mg, 0.87 mmol), 4-((S)-2-cyclopropylaminomethyl-pyrrolidine-1-carbonyl)-3,5-dimethyl-1H-pyrrole-2-carbaldehyde (250 mg, 0.86 mmol) and piperidine (2 drops) in ethanol (2 mL) was stirred at rt for 4 days. The reaction was concentrated and purified on a silica gel column to give the titled compound. Reactants: CC1=CC=C2NC=C(CCN)C2=C1 (5-methyltryptamine), C(C)(=O)Cl (acetyl chloride). The product is CC=1C=C2C(=CNC2=CC1)CCNC(C)=O (N-[2-(5-METHYLINDOL-3-YL)ETHYL]ACETAMIDE). As a reaction SMILES: [CH3:1][C:2]1[CH:13]=[C:12]2[C:5]([NH:6][CH:7]=[C:8]2[CH2:9][CH2:10][NH2:11])=[CH:4][CH:3]=1.[C:14](Cl)(=[O:16])[CH3:15]>>[CH3:1][C:2]1[CH:13]=[C:12]2[C:5](=[CH:4][CH:3]=1)[NH:6][CH:7]=[C:8]2[CH2:9][CH2:10][NH:11][C:14](=[O:16])[CH3:15]. Procedure details: Working in the same manner as for the amidation reaction of Example 1, but using 5-methyltryptamine (Preparation 6) and acetyl chloride as reactants, the title compound is obtained.